This data is from the Open Reaction Database (ORD), a public repository of structured organic reaction records. The task is: describe an organic reaction: reactants, conditions, products, and yield Starting materials: ClC=1C=C(C(=O)OC)C=C(C1OC)OC(C)C (Methyl 3-chloro-5-isopropoxy-4-methoxybenzoate). The solvent is CO (MeOH). Product: ClC=1C=C(C(=O)O)C=C(C1OC)OC(C)C (3-Chloro-5-isopropoxy-4-methoxybenzoic acid). Isolated yield 92.7%. As a reaction SMILES: [Cl:1][C:2]1[CH:3]=[C:4]([CH:9]=[C:10]([O:14][CH:15]([CH3:17])[CH3:16])[C:11]=1[O:12][CH3:13])[C:5]([O:7]C)=[O:6]>CO>[Cl:1][C:2]1[CH:3]=[C:4]([CH:9]=[C:10]([O:14][CH:15]([CH3:17])[CH3:16])[C:11]=1[O:12][CH3:13])[C:5]([OH:7])=[O:6]. Procedure: 3-Chloro-5-isopropoxy-4-methoxybenzoic acid (5) (0.93 g, 89%) was prepared from methyl 3-chloro-5-isopropoxy-4-methoxybenzoate (4) (1.06 g, 4.10 mmol) using a procedure essentially the same as in step (ii) for AAA-001 except that MeOH instead of water was added dropwise until a solution formed: m/z 243 [M−H]− (ES−). The reactants are ClC=1SC(=NN1)C1=C(C=CC=C1)C(F)(F)F (2-chloro-5-[2-(trifluoromethyl)phenyl]-1,3,4-thiadiazole), N#CN.[Na] (sodium cyanamide). The solvent is CN(C)C=O (DMF), CN(C)C=O (DMF). Run at time 16 hour. Product: N(C#N)C=1SC(=NN1)C1=C(C=CC=C1)C(F)(F)F (2-Cyanamido-5-[2-(trifluoromethyl)phenyl]-1,3,4-thiadiazole). Reaction SMILES: [N:1]#[C:2][NH2:3].[Na].Cl[C:6]1[S:7][C:8]([C:11]2[CH:16]=[CH:15][CH:14]=[CH:13][C:12]=2[C:17]([F:20])([F:19])[F:18])=[N:9][N:10]=1>CN(C=O)C>[NH:1]([C:6]1[S:7][C:8]([C:11]2[CH:16]=[CH:15][CH:14]=[CH:13][C:12]=2[C:17]([F:19])([F:20])[F:18])=[N:9][N:10]=1)[C:2]#[N:3] |f:0.1,^1:3|. Reported procedure: A stirred mixture of sodium cyanamide (0.16 g, 2.5 mmol) and anhydrous DMF (3 mL) under a nitrogen atmosphere was treated with solution of 2-chloro-5-[2-(trifluoromethyl)phenyl]-1,3,4-thiadiazole (0.27 g, 1 mmol) in anhydrous DMF (2 mL). The mixture was stirred for 16 h at room temperature. Solvent was removed in vacuo and the residue was stirred with water (10 mL) during the addition of aqueous 2N HCl until the pH was 2. Extraction with Et2O followed by drying of the extracts and evaporation ga...